Dataset: the Open Reaction Database (ORD), a public repository of structured organic reaction records. Task: describe an organic reaction: reactants, conditions, products, and yield Starting materials: CC1(C)CC(Nc2nc(Cl)nc(NC3CC(CO)C(O[Si](C)(C)C(C)(C)C)C3)n2)c2ccccc21, CCO, [H][H], [OH-], [OH-], [Pd+2]. The product is CC1(C)CC(Nc2ncnc(NC3CC(CO)C(O[Si](C)(C)C(C)(C)C)C3)n2)c2ccccc21. Reaction SMILES: [C:1]([CH3:2])([CH3:3])([CH3:4])[Si:5]([O:6][CH:7]1[CH:8]([CH2:32][OH:33])[CH2:9][CH:10]([NH:12][c:13]2[n:14][c:15]([NH:20][CH:21]3[CH2:22][C:23]([CH3:30])([CH3:31])[c:24]4[cH:25][cH:26][cH:27][cH:28][c:29]43)[n:16][c:17]([Cl:19])[n:18]2)[CH2:11]1)([CH3:34])[CH3:35].[CH3:38][CH2:39][OH:40].[H:36][H:37].[OH-:41].[OH-:42].[Pd+2:43]>>[C:1]([CH3:2])([CH3:3])([CH3:4])[Si:5]([O:6][CH:7]1[CH:8]([CH2:32][OH:33])[CH2:9][CH:10]([NH:12][c:13]2[n:14][c:15]([NH:20][CH:21]3[CH2:22][C:23]([CH3:30])([CH3:31])[c:24]4[cH:25][cH:26][cH:27][cH:28][c:29]43)[n:16][cH:17][n:18]2)[CH2:11]1)([CH3:34])[CH3:35]. The reactants are ClC1=C(CNC(=O)C2=CC=C(C=C2)C2=C(C=CC(=C2)C=2OC(=NN2)C)C)C=CC=C1 (N-(2-chlorobenzyl)-2′-methyl-5′-(5-methyl-1,3,4-oxadiazol-2-yl)-1,1′-biphenyl-4-carboxamide), IC (iodomethane). Product: ClC1=C(CN(C(=O)C2=CC=C(C=C2)C2=C(C=CC(=C2)C=2OC(=NN2)C)C)C)C=CC=C1 (N-(2-Chlorobenzyl)-N-methyl-2′-methyl-5′-(5-methyl-1,3,4-oxadiazol-2-yl)-1,1′-biphenyl-4-carboxamide). As a reaction SMILES: [Cl:1][C:2]1[CH:30]=[CH:29][CH:28]=[CH:27][C:3]=1[CH2:4][NH:5][C:6]([C:8]1[CH:13]=[CH:12][C:11]([C:14]2[CH:19]=[C:18]([C:20]3[O:21][C:22]([CH3:25])=[N:23][N:24]=3)[CH:17]=[CH:16][C:15]=2[CH3:26])=[CH:10][CH:9]=1)=[O:7].I[CH3:32]>>[Cl:1][C:2]1[CH:30]=[CH:29][CH:28]=[CH:27][C:3]=1[CH2:4][N:5]([CH3:32])[C:6]([C:8]1[CH:9]=[CH:10][C:11]([C:14]2[CH:19]=[C:18]([C:20]3[O:21][C:22]([CH3:25])=[N:23][N:24]=3)[CH:17]=[CH:16][C:15]=2[CH3:26])=[CH:12][CH:13]=1)=[O:7]. Reported procedure: N-(2-Chlorobenzyl)-N-methyl-2′-methyl-5′-(5-methyl-1,3,4-oxadiazol-2-yl)-1,1′-biphenyl-4-carboxamide was prepared from N-(2-chlorobenzyl)-2′-methyl-5′-(5-methyl-1,3,4-oxadiazol-2-yl)-1,1′-biphenyl-4-carboxamide and iodomethane using method L. NMR; δH [2H6]—DMSO 7.89,(1H, d), 7.77,(1H, b), 7.62-7.33,(9H, m), 4.78-4.62,(2H, m), 2.95,(3H, s), 2.56,(3H, s), 2.33-2.29,(3H, m). LCMS; retention time 3.54 min, MH+ 432/434.